From a dataset of the Open Reaction Database (ORD), a public repository of structured organic reaction records. describe an organic reaction: reactants, conditions, products, and yield RXN SMILES: [OH:1][C:2]1[CH:9]=[CH:8][CH:7]=[CH:6][C:3]=1[CH2:4][OH:5].[CH3:10]O>>[CH3:10][O:5][CH2:4][C:3]1[CH:6]=[CH:7][CH:8]=[CH:9][C:2]=1[OH:1]. Starting materials: OC1=C(CO)C=CC=C1 (2-hydoxybenzyl alcohol), CO (methanol). Yield: 58.0%. Procedure: A solution of 2-hydoxybenzyl alcohol (5 g, 40 mmol) in methanol (25 mL) was heated in a sealed vessel at 150° C. for 4 hours. The reaction mixture was then concentrated in vacuo and the residue was purified by fractional distillation (90° C./10 mm Hg) to afford the title compound as a colourless liquid in 58% yield, 3.22 g. LRMS APCI m/z 137 [M−H]− Product: COCC1=C(C=CC=C1)O (2-(Methoxymethyl)phenol). The reactants are C(CCC)C12CC3=C(C(=CC=C3C2=C(C(CC1)=O)C)OC)Cl (9a-butyl-8-chloro-7-methoxy-4-methyl-1,2,9,9a-tetrahydro-3H-fluoren-3-one), Cl.N1=CC=CC=C1 (pyridine hydrochloride). Conditions: temperature 195 celsius. The product is C(CCC)C12CC3=C(C(=CC=C3C2=C(C(CC1)=O)C)O)Cl (9a-butyl-8-chloro-7-hydroxy-4-methyl-1,2,9,9a-tetrahydro-3H-fluoren-3-one). RXN SMILES: [CH2:1]([C:5]12[CH2:17][CH2:16][C:15](=[O:18])[C:14]([CH3:19])=[C:13]1[C:12]1[C:7](=[C:8]([Cl:22])[C:9]([O:20]C)=[CH:10][CH:11]=1)[CH2:6]2)[CH2:2][CH2:3][CH3:4].Cl.N1C=CC=CC=1>>[CH2:1]([C:5]12[CH2:17][CH2:16][C:15](=[O:18])[C:14]([CH3:19])=[C:13]1[C:12]1[C:7](=[C:8]([Cl:22])[C:9]([OH:20])=[CH:10][CH:11]=1)[CH2:6]2)[CH2:2][CH2:3][CH3:4] |f:1.2|. Procedure: A mixture of 9a-butyl-8-chloro-7-methoxy-4-methyl-1,2,9,9a-tetrahydro-3H-fluoren-3-one (36.6 mg) and pyridine hydrochloride (2.66) was stirred and heated in an oil bath at 190-200° C. for 80 minutes. After cooling to room temperature, the mixture was partitioned between EtOAc (20 mL) and water (30 mL). The organic phase was washed with brine (10 mL), dried over MgSO4, filtered, and evaporated under vacuum. The residue was purified by preparative layer chromatography on a 0.1×20×20 cm silica gel ... Reactants: ClC1=CC=C(N=N1)C1=C(C=C(C=C1)OC)O (6-chloro-3-(2-hydroxy-4-methoxyphenyl)pyridazine), C([O-])([O-])=O.[K+].[K+] (potassium carbonate), C(Br)C1CO1 (epibromohydrin). Run in CC(CC)=O (butan-2-one). Yields the product ClC1=CC=C(N=N1)C1=C(C=CC=C1)OCC1CO1 (6-chloro-3-[2-(2,3-epoxypropoxy)phenyl]pyridazine). RXN SMILES: [Cl:1][C:2]1[N:7]=[N:6][C:5]([C:8]2[CH:13]=[CH:12][C:11](OC)=[CH:10][C:9]=2[OH:16])=[CH:4][CH:3]=1.C(=O)([O-])[O-].[K+].[K+].[CH2:23]([CH:25]1[O:27][CH2:26]1)Br>CC(=O)CC>[Cl:1][C:2]1[N:7]=[N:6][C:5]([C:8]2[CH:13]=[CH:12][CH:11]=[CH:10][C:9]=2[O:16][CH2:23][CH:25]2[O:27][CH2:26]2)=[CH:4][CH:3]=1 |f:1.2.3|. Procedure: i. A stirred mixture of 6-chloro-3-(2-hydroxy-4-methoxyphenyl)pyridazine (0.1 mole), potassium carbonate (0.3 mole) and epibromohydrin (0.4 mole) in butan-2-one was heated under reflux overnight. The filtered solution was evaporated to give an oil which was purified by elution with mixtures of chloroform-methanol on a silica column to give 6-chloro-3-[2-(2,3-epoxypropoxy)phenyl]pyridazine. Starting materials: C1CCOC1, COc1ccc(CNc2nccs2)c(OC)c1, COC(=O)c1ccc(S(=O)(=O)Cl)cc1F, [H-], [Na+], O. Yields the product COC(=O)c1ccc(S(=O)(=O)N(Cc2ccc(OC)cc2OC)c2nccs2)cc1F. Reaction SMILES: [CH2:36]1[O:37][CH2:38][CH2:39][CH2:40]1.[CH3:1][O:2][c:3]1[c:4]([CH2:5][NH:6][c:7]2[s:8][cH:9][cH:10][n:11]2)[cH:12][cH:13][c:14]([O:16][CH3:17])[cH:15]1.[Cl:20][S:21](=[O:22])(=[O:23])[c:24]1[cH:25][c:26]([F:34])[c:27]([C:28](=[O:29])[O:30][CH3:31])[cH:32][cH:33]1.[H-:18].[Na+:19].[OH2:35]>>[CH3:1][O:2][c:3]1[c:4]([CH2:5][N:6]([c:7]2[s:8][cH:9][cH:10][n:11]2)[S:21](=[O:22])(=[O:23])[c:24]2[cH:25][c:26]([F:34])[c:27]([C:28](=[O:29])[O:30][CH3:31])[cH:32][cH:33]2)[cH:12][cH:13][c:14]([O:16][CH3:17])[cH:15]1.